From a dataset of the Open Reaction Database (ORD), a public repository of structured organic reaction records. describe an organic reaction: reactants, conditions, products, and yield Procedure details: Analogous to Scheme 1,from 4-[(dimethylamino)methylene]-3,4-dihydro-7,8-dimethyl-1H-benzazepine-2,5-dione and 2-(4-methoxyphenyl)-acetamidine hydrochloride. Yield: 79%. Yields the product COC1=CC=C(C=C1)CC=1N=CC=2CC(NC3=C(C2N1)C=C(C(=C3)C)C)=O (5,7-Dihydro-2-[(4-methoxyphenyl)Methyl]-9,10-dimethyl-6H-pyrimido[5,4-d]benzazepine-6-one). RXN SMILES: CN([CH:4]=[C:5]1[C:11](=O)[C:10]2[CH:13]=[C:14]([CH3:18])[C:15]([CH3:17])=[CH:16][C:9]=2[NH:8][C:7](=[O:19])[CH2:6]1)C.Cl.[CH3:21][O:22][C:23]1[CH:28]=[CH:27][C:26]([CH2:29][C:30]([NH2:32])=[NH:31])=[CH:25][CH:24]=1>>[CH3:21][O:22][C:23]1[CH:24]=[CH:25][C:26]([CH2:29][C:30]2[N:32]=[CH:4][C:5]3[CH2:6][C:7](=[O:19])[NH:8][C:9]4[CH:16]=[C:15]([CH3:17])[C:14]([CH3:18])=[CH:13][C:10]=4[C:11]=3[N:31]=2)=[CH:27][CH:28]=1 |f:1.2|. Yield: 79.0%. Reactants: CN(C)C=C1CC(NC2=C(C1=O)C=C(C(=C2)C)C)=O (4-[(dimethylamino)methylene]-3,4-dihydro-7,8-dimethyl-1H-benzazepine-2,5-dione), Cl.COC1=CC=C(C=C1)CC(=N)N (2-(4-methoxyphenyl)-acetamidine hydrochloride). Reactants: solution, C(C1=CC=CC=C1)OC1=C(SC=C1)C(=O)N(CC)C1=CC=C(C(=O)OCC)C=C1 (ethyl 4-[N-(3-benzyloxy-2-thienoyl)-N-(ethyl)amino]benzoate), ClCCl (dichloromethane), Cl (HCl). The solvent is C1CCOC1 (THF), C1CCOC1 (THF). Reaction conditions: time 15 minute. Product: C(C1=CC=CC=C1)OC1=C(SC=C1)CN(CC)C1=CC=C(C(=O)OCC)C=C1 (ethyl 4-[N-(3-benzyloxy-2-thienylmethyl)-N-(ethyl)amino]benzoate). Yield: 32.0%. As a reaction SMILES: [CH2:1]([O:8][C:9]1[CH:13]=[CH:12][S:11][C:10]=1[C:14]([N:16]([C:19]1[CH:29]=[CH:28][C:22]([C:23]([O:25][CH2:26][CH3:27])=[O:24])=[CH:21][CH:20]=1)[CH2:17][CH3:18])=O)[C:2]1[CH:7]=[CH:6][CH:5]=[CH:4][CH:3]=1.Cl.ClCCl>C1COCC1>[CH2:1]([O:8][C:9]1[CH:13]=[CH:12][S:11][C:10]=1[CH2:14][N:16]([C:19]1[CH:20]=[CH:21][C:22]([C:23]([O:25][CH2:26][CH3:27])=[O:24])=[CH:28][CH:29]=1)[CH2:17][CH3:18])[C:2]1[CH:3]=[CH:4][CH:5]=[CH:6][CH:7]=1. Procedure details: Borane-tetrahydrofuran complex (2.7 mL of a 1.0M solution in THF) was added over 5 minutes to a solution of ethyl 4-[N-(3-benzyloxy-2-thienoyl)-N-(ethyl)amino]benzoate (1.0 g) in THF (10 mL). The reaction mixture was stirred at ambient temperature for 15 minutes and then heated under reflux for 1 hour. An excess of aqueous 2N HCl was added to the cooled reaction mixture which was evaporated to dryness. The residue was made basic by the addition of aqueous potassium carbonate solution and this wa... Procedure details: To a 50 mL roundbottom flask was charged ethyl 2-acetoxy-2-(4-(7-(bis((2-(trimethylsilyl)ethoxy)methyl)amino)-6-bromo-3-(6-phenylpyridin-3-yl)pyrazolo[1,5-a]pyrimidin-5-yl)cyclohexylidene)acetate (0.47 mmol, 400 mg), a solution of 2:1 THF:H2O (15 mL), and 1N LiOH(aq) (1.18 mmol, 1.18 mL). The resulting solution was stirred at room temperature for 18 hours. After 18 hours, the reaction was quenched with 1N HCl(aq) (1.18 mmol, 1.18 mL) and the solvent removed in vacuo. The resulting residue was ta... Reaction conditions: time 18 hour. Yields the product C[Si](CCOCN(C1=C(C(=NC=2N1N=CC2C=2C=NC(=CC2)C2=CC=CC=C2)C2CCC(CC2)C(C(=O)O)=O)Br)COCC[Si](C)(C)C)(C)C (2-(4-(7-(bis((2-(trimethylsilyl)ethoxy)methyl)amino)-6-bromo-3-(6-phenylpyridin-3-yl)pyrazolo[1,5-a]pyrimidin-5-yl)cyclohexyl)-2-oxoacetic acid). As a reaction SMILES: C([O:4][C:5](=[C:11]1[CH2:16][CH2:15][CH:14]([C:17]2[C:22]([Br:23])=[C:21]([N:24]([CH2:33][O:34][CH2:35][CH2:36][Si:37]([CH3:40])([CH3:39])[CH3:38])[CH2:25][O:26][CH2:27][CH2:28][Si:29]([CH3:32])([CH3:31])[CH3:30])[N:20]3[N:41]=[CH:42][C:43]([C:44]4[CH:45]=[N:46][C:47]([C:50]5[CH:55]=[CH:54][CH:53]=[CH:52][CH:51]=5)=[CH:48][CH:49]=4)=[C:19]3[N:18]=2)[CH2:13][CH2:12]1)[C:6]([O:8]CC)=[O:7])(=O)C.C1COCC1.[Li+].[OH-].Cl>O>[CH3:30][Si:29]([CH3:32])([CH3:31])[CH2:28][CH2:27][O:26][CH2:25][N:24]([CH2:33][O:34][CH2:35][CH2:36][Si:37]([CH3:40])([CH3:39])[CH3:38])[C:21]1[N:20]2[N:41]=[CH:42][C:43]([C:44]3[CH:45]=[N:46][C:47]([C:50]4[CH:55]=[CH:54][CH:53]=[CH:52][CH:51]=4)=[CH:48][CH:49]=3)=[C:19]2[N:18]=[C:17]([CH:14]2[CH2:13][CH2:12][CH:11]([C:5](=[O:4])[C:6]([OH:8])=[O:7])[CH2:16][CH2:15]2)[C:22]=1[Br:23] |f:2.3|. The reactants are C(C)(=O)OC(C(=O)OCC)=C1CCC(CC1)C1=NC=2N(C(=C1Br)N(COCC[Si](C)(C)C)COCC[Si](C)(C)C)N=CC2C=2C=NC(=CC2)C2=CC=CC=C2 (ethyl 2-acetoxy-2-(4-(7-(bis((2-(trimethylsilyl)ethoxy)methyl)amino)-6-bromo-3-(6-phenylpyridin-3-yl)pyrazolo[1,5-a]pyrimidin-5-yl)cyclohexylidene)acetate), Cl (HCl), C1CCOC1 (THF), [Li+].[OH-] (LiOH). Run in O (H2O). Reactants: B, C1CCOC1, CO, C1CCOC1, O=C(O)c1ccc(O)cc1C(F)(F)F. Yields the product OCc1ccc(O)cc1C(F)(F)F. RXN SMILES: [BH3:20].[CH2:23]1[O:24][CH2:25][CH2:26][CH2:27]1.[CH3:21][OH:22].[O:15]1[CH2:16][CH2:17][CH2:18][CH2:19]1.[OH:1][c:2]1[cH:3][c:4]([C:11]([F:12])([F:13])[F:14])[c:5]([C:6](=[O:7])[OH:8])[cH:9][cH:10]1>>[OH:1][c:2]1[cH:3][c:4]([C:11]([F:12])([F:13])[F:14])[c:5]([CH2:6][OH:7])[cH:9][cH:10]1. Starting materials: NC1=NNC=C1C1=CC=CC=C1 (3-amino-4-phenyl-pyrazole), C(CC(=O)Cl)(=O)Cl (malonyl chloride), C(CC(=O)Cl)(=O)Cl (malonyl chloride). The solvent is O1CCCC1 (tetrahydrofuran), [OH-].[Na+] (sodium hydroxide). Conditions: time 30 minute. Product: ClC1=NC=2N(C(=C1)Cl)N=CC2C2=CC=CC=C2 (5,7-Dichloro-3-phenyl-pyrazolo[1,5-a]pyrimidine). As a reaction SMILES: [NH2:1][C:2]1[C:6]([C:7]2[CH:12]=[CH:11][CH:10]=[CH:9][CH:8]=2)=[CH:5][NH:4][N:3]=1.[C:13]([Cl:19])(=O)[CH2:14][C:15]([Cl:17])=O>O1CCCC1.[OH-].[Na+]>[Cl:17][C:15]1[CH:14]=[C:13]([Cl:19])[N:3]2[N:4]=[CH:5][C:6]([C:7]3[CH:12]=[CH:11][CH:10]=[CH:9][CH:8]=3)=[C:2]2[N:1]=1 |f:3.4|. Procedure: There was dissolved, in tetrahydrofuran (4 mL), 3-amino-4-phenyl-pyrazole (208 mg, 1.31 mM), then malonyl chloride (153 μL, 1.57 mM) was added to the solution with ice-cooling and the mixture was stirred at room temperature for 30 minutes. To the reaction solution, there was added malonyl chloride (15 μL, 0.16 mM) and the mixture was further stirred at room temperature for 30 minutes. This reaction liquid was diluted with a 1M aqueous sodium hydroxide solution, washed with ethyl acetate, the aqu... Starting materials: CCN=C=NCCCN(C)C, CCN(C(C)C)C(C)C, Cl, O=C(c1cc(F)c(F)c(F)c1)N1CCNCC1, CN(C)C=O, O, On1nnc2ccccc21, O=C(O)CC(=O)Nc1ccc(-c2ccccc2)cn1. Product: O=C(CC(=O)N1CCN(C(=O)c2cc(F)c(F)c(F)c2)CC1)Nc1ccc(-c2ccccc2)cn1. As a reaction SMILES: [CH3:29][CH2:30][N:31]=[C:32]=[N:33][CH2:34][CH2:35][CH2:36][N:37]([CH3:38])[CH3:39].[CH:1]([N:2]([CH2:3][CH3:4])[CH:5]([CH3:6])[CH3:7])([CH3:8])[CH3:9].[ClH:50].[N:51]1([C:57](=[O:58])[c:59]2[cH:60][c:61]([F:67])[c:62]([F:66])[c:63]([F:65])[cH:64]2)[CH2:52][CH2:53][NH:54][CH2:55][CH2:56]1.[O:68]=[CH:69][N:70]([CH3:71])[CH3:72].[OH2:73].[OH:40][n:41]1[c:42]2[c:43]([cH:44][cH:45][cH:46][cH:47]2)[n:48][n:49]1.[c:10]1(-[c:16]2[cH:17][cH:18][c:19]([NH:22][C:23]([CH2:24][C:25](=[O:26])[OH:27])=[O:28])[n:20][cH:21]2)[cH:11][cH:12][cH:13][cH:14][cH:15]1>>[c:10]1(-[c:16]2[cH:17][cH:18][c:19]([NH:22][C:23]([CH2:24][C:25](=[O:27])[N:54]3[CH2:53][CH2:52][N:51]([C:57](=[O:58])[c:59]4[cH:60][c:61]([F:67])[c:62]([F:66])[c:63]([F:65])[cH:64]4)[CH2:56][CH2:55]3)=[O:28])[n:20][cH:21]2)[cH:11][cH:12][cH:13][cH:14][cH:15]1.